This data is from the Open Reaction Database (ORD), a public repository of structured organic reaction records. The task is: describe an organic reaction: reactants, conditions, products, and yield Starting materials: B, CCOc1ccccc1OCC1OCC(=O)N2CCCCC12, ClC(Cl)Cl, C1CCOC1. The product is CCOc1ccccc1OCC1OCCN2CCCCC12. As a reaction SMILES: [BH3:23].[CH2:1]([CH3:2])[O:3][c:4]1[c:5]([O:6][CH2:7][CH:8]2[O:9][CH2:10][C:11](=[O:18])[N:12]3[CH:13]2[CH2:14][CH2:15][CH2:16][CH2:17]3)[cH:19][cH:20][cH:21][cH:22]1.[CH:29]([Cl:30])([Cl:31])[Cl:32].[O:24]1[CH2:25][CH2:26][CH2:27][CH2:28]1>>[CH2:1]([CH3:2])[O:3][c:4]1[c:5]([O:6][CH2:7][CH:8]2[O:9][CH2:10][CH2:11][N:12]3[CH:13]2[CH2:14][CH2:15][CH2:16][CH2:17]3)[cH:19][cH:20][cH:21][cH:22]1. Reactants: N#Cc1ccc(F)c2ccccc12, N#Cc1ccc(N2CCC(O)(c3ccccc3)CC2)c2ccccc12, O=C1NCN(c2ccccc2)C12CCNCC2. Product: N#Cc1ccc(N2CCC3(CC2)C(=O)NCN3c2ccccc2)c2ccccc12. Reaction SMILES: [C:26]([c:27]1[c:28]2[c:29]([cH:30][cH:31][cH:32][cH:33]2)[c:34]([F:35])[cH:36][cH:37]1)#[N:38].[OH:1][C:2]1([c:20]2[cH:21][cH:22][cH:23][cH:24][cH:25]2)[CH2:3][CH2:4][N:5]([c:8]2[cH:9][cH:10][c:11]([C:18]#[N:19])[c:12]3[cH:13][cH:14][cH:15][cH:16][c:17]23)[CH2:6][CH2:7]1.[c:39]1([N:45]2[CH2:46][NH:47][C:48](=[O:55])[C:49]23[CH2:50][CH2:51][NH:52][CH2:53][CH2:54]3)[cH:40][cH:41][cH:42][cH:43][cH:44]1>>[C:2]12([CH2:3][CH2:4][N:5]([c:8]3[cH:9][cH:10][c:11]([C:18]#[N:19])[c:12]4[cH:13][cH:14][cH:15][cH:16][c:17]34)[CH2:6][CH2:7]1)[N:45]([c:39]1[cH:40][cH:41][cH:42][cH:43][cH:44]1)[CH2:46][NH:47][C:48]2=[O:55].